This data is from the Open Reaction Database (ORD), a public repository of structured organic reaction records. The task is: describe an organic reaction: reactants, conditions, products, and yield The reactants are C1(CCCCC1)[NH2+]C1CCCCC1.C(CCC)[C@@H]1[C@H](O1)C(=O)[O-] ((2S-trans)-3-butyl-oxiranecarboxylic acid-dicyclohexylammonium salt), C(C(C)(C)C)(=O)Cl (pivaloyl chloride), C(CCC)N (n-butylamine). The solvent is O1CCCC1 (tetrahydrofuran), O1CCCC1 (tetrahydrofuran). Reaction conditions: time 15 minute. Product: C(CCC)NC(=O)[C@H]1O[C@@H]1CCCC ((2S-trans)-N-butyl-3-butyloxiranecarboxamide). Yield: 99.8%. Reaction SMILES: [CH:1]1([NH2+:7]C2CCCCC2)CC[CH2:4][CH2:3][CH2:2]1.[CH2:14]([C@H:18]1[O:20][C@@H:19]1[C:21]([O-:23])=O)[CH2:15][CH2:16][CH3:17].C(Cl)(=O)C(C)(C)C.C(N)CCC>O1CCCC1>[CH2:1]([NH:7][C:21]([C@@H:19]1[C@@H:18]([CH2:14][CH2:15][CH2:16][CH3:17])[O:20]1)=[O:23])[CH2:2][CH2:3][CH3:4] |f:0.1|. Reported procedure: Under ice-cooling, to 10 ml of an anhydrous tetrahydrofuran solution containing 299 mg (1.84 mmol) of (2S-trans)-3-butyl-oxiranecarboxylic acid-dicyclohexylammonium salt was added 2 ml of an anhydrous tetrahydrofuran solution containing 222 mg (1.84 mmol) of pivaloyl chloride, and the resulting mixture was stirred at the same temperature for 15 minutes. Moreover, the temperature of the reaction mixture was returned to room temperature, and the mixture was stirred for 2 hours. After filtering off... Reactants: ClC(Cl)(Cl)Cl, [Cl-], C=C(C)Cn1ncc(Cl)c(Cl)c1=O, Cl, [NH3+]C(F)(F)F. Product: CC(C)(Cl)Cn1ncc(Cl)c(Cl)c1=O. As a reaction SMILES: [C:21]([Cl:22])([Cl:23])([Cl:24])[Cl:25].[Cl-:14].[Cl:1][c:2]1[c:3](=[O:13])[n:4]([CH2:9][C:10](=[CH2:11])[CH3:12])[n:5][cH:6][c:7]1[Cl:8].[ClH:20].[F:15][C:16]([NH3+:17])([F:18])[F:19]>>[Cl:1][c:2]1[c:3](=[O:13])[n:4]([CH2:9][C:10]([CH3:11])([CH3:12])[Cl:14])[n:5][cH:6][c:7]1[Cl:8]. Starting materials: Cc1nc2sccn2c1C(=O)NCC1NCC2CCCC21, Cc1cccc(-c2sc(N)nc2C(=O)O)c1. Product: Cc1cccc(-c2sc(N)nc2C(=O)N2CC3CCCC3C2CNC(=O)c2c(C)nc3sccn23)c1. Reaction SMILES: [CH:1]12[CH:2]([CH2:9][NH:10][C:11](=[O:12])[c:13]3[c:14]([CH3:21])[n:15][c:16]4[s:17][cH:18][cH:19][n:20]34)[NH:3][CH2:4][CH:5]1[CH2:6][CH2:7][CH2:8]2.[NH2:22][c:23]1[s:24][c:25](-[c:31]2[cH:32][c:33]([CH3:37])[cH:34][cH:35][cH:36]2)[c:26]([C:28](=[O:29])[OH:30])[n:27]1>>[CH:1]12[CH:2]([CH2:9][NH:10][C:11](=[O:12])[c:13]3[c:14]([CH3:21])[n:15][c:16]4[s:17][cH:18][cH:19][n:20]34)[N:3]([C:28]([c:26]3[c:25](-[c:31]4[cH:32][c:33]([CH3:37])[cH:34][cH:35][cH:36]4)[s:24][c:23]([NH2:22])[n:27]3)=[O:29])[CH2:4][CH:5]1[CH2:6][CH2:7][CH2:8]2. Reactants: C(=O)OCCCN1C(N(C2=C(C1=O)C(=C(C=N2)C2=C(C=CC=C2)C(C)C)CCC(C)C)C)=O (3-(5-isopentyl-6-(2-isopropylphenyl)-1-methyl-2,4-dioxo-1,2-dihydropyrido[2,3-d]pyrimidin-3(4H)-yl)propyl formate), O[Li].O (LiOH.H2O). The solvent is C1CCOC1 (THF), O (water), CC(OCC)=O (EA), O (water). Conditions: time 15 minute. The product is OCCCN1C(N(C2=C(C1=O)C(=C(C=N2)C2=C(C=CC=C2)C(C)C)CCC(C)C)C)=O (3-(3-hydroxypropyl)-5-isopentyl-6-(2-isopropylphenyl)-1-methylpyrido[2,3-d]pyrimidine-2,4(1H,3H)-dione). Yield: 57.2%. As a reaction SMILES: C([O:3][CH2:4][CH2:5][CH2:6][N:7]1[C:12](=[O:13])[C:11]2[C:14]([CH2:27][CH2:28][CH:29]([CH3:31])[CH3:30])=[C:15]([C:18]3[CH:23]=[CH:22][CH:21]=[CH:20][C:19]=3[CH:24]([CH3:26])[CH3:25])[CH:16]=[N:17][C:10]=2[N:9]([CH3:32])[C:8]1=[O:33])=O.O[Li].O>C1COCC1.O.CC(=O)OCC>[OH:3][CH2:4][CH2:5][CH2:6][N:7]1[C:12](=[O:13])[C:11]2[C:14]([CH2:27][CH2:28][CH:29]([CH3:31])[CH3:30])=[C:15]([C:18]3[CH:23]=[CH:22][CH:21]=[CH:20][C:19]=3[CH:24]([CH3:26])[CH3:25])[CH:16]=[N:17][C:10]=2[N:9]([CH3:32])[C:8]1=[O:33] |f:1.2|. Procedure: To a solution of 3-(5-isopentyl-6-(2-isopropylphenyl)-1-methyl-2,4-dioxo-1,2-dihydropyrido[2,3-d]pyrimidin-3(4H)-yl)propyl formate (15 mg, 0.033 mmol) in THF (4 mL) and water (4 mL) was added LiOH.H2O (2.79 mg, 0.066 mmol). The reaction was stirred at RT for 15 min then diluted with EA (5 mL) and water (5 mL). The organic layer was dried over Na2SO4 and concentrated to a residue which was purified by chromatography eluted with PE/EA (10:1) to give 3-(3-hydroxypropyl)-5-isopentyl-6-(2-isopropylph...